Dataset: the Open Reaction Database (ORD), a public repository of structured organic reaction records. Task: describe an organic reaction: reactants, conditions, products, and yield Reactants: O=C([O-])O, COC(=O)c1c(-c2cc(OC)c(OC)c(OC)c2)c2cccc(OCc3ccccc3)c2c(=O)n1-c1ccc(NC(=O)OC(C)(C)C)cc1, CCOC(C)=O, ClC(Cl)Cl, Cl, [Na+]. Reaction SMILES: [C:51](=[O:52])([O-:53])[OH:54].[CH2:1]([c:2]1[cH:3][cH:4][cH:5][cH:6][cH:7]1)[O:8][c:9]1[cH:10][cH:11][cH:12][c:13]2[c:14](-[c:38]3[cH:39][c:40]([O:48][CH3:49])[c:41]([O:46][CH3:47])[c:42]([O:44][CH3:45])[cH:43]3)[c:15]([C:34](=[O:35])[O:36][CH3:37])[n:16](-[c:20]3[cH:21][cH:22][c:23]([NH:26][C:27]([O:28][C:29]([CH3:30])([CH3:31])[CH3:32])=[O:33])[cH:24][cH:25]3)[c:17](=[O:19])[c:18]12.[CH3:60][CH2:61][O:62][C:63](=[O:64])[CH3:65].[CH:56]([Cl:57])([Cl:58])[Cl:59].[ClH:50].[Na+:55]>>[CH2:1]([c:2]1[cH:3][cH:4][cH:5][cH:6][cH:7]1)[O:8][c:9]1[cH:10][cH:11][cH:12][c:13]2[c:14](-[c:38]3[cH:39][c:40]([O:48][CH3:49])[c:41]([O:46][CH3:47])[c:42]([O:44][CH3:45])[cH:43]3)[c:15]([C:34](=[O:35])[O:36][CH3:37])[n:16](-[c:20]3[cH:21][cH:22][c:23]([NH2:26])[cH:24][cH:25]3)[c:17](=[O:19])[c:18]12. Product: COC(=O)c1c(-c2cc(OC)c(OC)c(OC)c2)c2cccc(OCc3ccccc3)c2c(=O)n1-c1ccc(N)cc1. The reactants are C(C)(C)(C)OC(=O)N1CCC(CC1)ON=C1CCN(CC1)C1=C(C=C(C(=C1)F)Br)F (4-[1-(4-Bromo-2,5-difluoro-phenyl)-piperidin-4-ylideneaminooxy]-piperidine-1-carboxylic acid tert-butyl ester). The solvent is C(=O)(C(F)(F)F)O.C(Cl)Cl (TFA DCM). Run at time 2 hour. Product: N1CCC(CC1)ON=C1CCN(CC1)C1=C(C=C(C(=C1)F)Br)F (1-(4-bromo-2,5-difluoro-phenyl)-piperidin-4-one O-piperidin-4-yl-oxime). Reaction SMILES: C(OC([N:8]1[CH2:13][CH2:12][CH:11]([O:14][N:15]=[C:16]2[CH2:21][CH2:20][N:19]([C:22]3[CH:27]=[C:26]([F:28])[C:25]([Br:29])=[CH:24][C:23]=3[F:30])[CH2:18][CH2:17]2)[CH2:10][CH2:9]1)=O)(C)(C)C>C(O)(C(F)(F)F)=O.C(Cl)Cl>[NH:8]1[CH2:13][CH2:12][CH:11]([O:14][N:15]=[C:16]2[CH2:21][CH2:20][N:19]([C:22]3[CH:27]=[C:26]([F:28])[C:25]([Br:29])=[CH:24][C:23]=3[F:30])[CH2:18][CH2:17]2)[CH2:10][CH2:9]1 |f:1.2|. Reported procedure: Compound 77a (300 mg, 0.61 mmol) was dissolved in 20% TFA/DCM (2 mL) and stirred at r.t. for 2 h. The solvents were removed in vacuo and the residue re-dissolved in DCM. This solution was washed with 2M NaOH then water and dried over MgSO4 and concentrated to give 1-(4-bromo-2,5-difluoro-phenyl)-piperidin-4-one O-piperidin-4-yl-oxime 77b. Starting materials: Brc1ccc(C2CC2)cc1, O=[N+]([O-])O, O=S(=O)(O)O. The product is O=[N+]([O-])C1CC1c1ccc(Br)cc1. RXN SMILES: [Br:5][c:6]1[cH:7][cH:8][c:9]([CH:12]2[CH2:13][CH2:14]2)[cH:10][cH:11]1.[OH:1][N+:2]([O-:3])=[O:4].[S:15](=[O:16])(=[O:17])([OH:18])[OH:19]>>[O-:1][N+:2](=[O:4])[CH:13]1[CH:12]([c:9]2[cH:8][cH:7][c:6]([Br:5])[cH:11][cH:10]2)[CH2:14]1.